This data is from the Open Reaction Database (ORD), a public repository of structured organic reaction records. The task is: describe an organic reaction: reactants, conditions, products, and yield Reaction SMILES: [CH3:21][C:22]#[N:23].[Cl:1][S:2](=[O:3])(=[O:4])[c:5]1[cH:6][cH:7][c:8]([CH:9]=[O:10])[cH:11][cH:12]1.[NH2:13][c:14]1[cH:15][cH:16][c:17]([Cl:18])[cH:19][cH:20]1>>[S:2](=[O:3])(=[O:4])([c:5]1[cH:6][cH:7][c:8]([CH:9]=[O:10])[cH:11][cH:12]1)[NH:13][c:14]1[cH:15][cH:16][c:17]([Cl:18])[cH:19][cH:20]1. Reactants: CC#N, O=Cc1ccc(S(=O)(=O)Cl)cc1, Nc1ccc(Cl)cc1. Yields the product O=Cc1ccc(S(=O)(=O)Nc2ccc(Cl)cc2)cc1. Starting materials: O=C(O)CC(=O)O, CCOC(=O)CC(=O)OCC, CC[Mg]OC(C)CC, CC[O-], CC[O-], CCOCC, Cl, O=C(Cl)c1cc(F)c(F)c(OC(F)F)c1F, [Mg+2]. Product: CCOC(=O)C(C(=O)OCC)C(=O)c1cc(F)c(F)c(OC(F)F)c1F. Reaction SMILES: [C:1]([OH:2])(=[O:3])[CH2:4][C:5]([OH:6])=[O:7].[C:23]([CH2:24][C:25](=[O:26])[O:27][CH2:28][CH3:29])(=[O:30])[O:31][CH2:32][CH3:33].[CH2:8]([CH:9]([O:10][Mg:11][CH2:12][CH3:13])[CH3:14])[CH3:15].[CH3:16][CH2:17][O-:18].[CH3:20][CH2:21][O-:22].[CH3:51][CH2:52][O:53][CH2:54][CH3:55].[ClH:50].[F:34][CH:35]([O:36][c:37]1[c:38]([F:48])[c:39]([C:40](=[O:41])[Cl:42])[cH:43][c:44]([F:47])[c:45]1[F:46])[F:49].[Mg+2:19]>>[C:23]([CH:24]([C:25](=[O:26])[O:27][CH2:28][CH3:29])[C:40]([c:39]1[c:38]([F:48])[c:37]([O:36][CH:35]([F:34])[F:49])[c:45]([F:46])[c:44]([F:47])[cH:43]1)=[O:41])(=[O:30])[O:31][CH2:32][CH3:33]. The reactants are O=C([O-])[O-], O=[N+]([O-])c1cccc2[nH]nc(Cl)c12, ClCCN1CCCC1, Cl, [K+], [K+], CN(C)C=O. Yields the product O=[N+]([O-])c1cccc2c1c(Cl)nn2CCN1CCCC1. Reaction SMILES: [C:14](=[O:15])([O-:16])[O-:17].[Cl:1][c:2]1[n:3][nH:4][c:5]2[cH:6][cH:7][cH:8][c:9]([N+:11](=[O:12])[O-:13])[c:10]12.[Cl:21][CH2:22][CH2:23][N:24]1[CH2:25][CH2:26][CH2:27][CH2:28]1.[ClH:20].[K+:18].[K+:19].[O:29]=[CH:30][N:31]([CH3:32])[CH3:33]>>[Cl:1][c:2]1[n:3][n:4]([CH2:22][CH2:23][N:24]2[CH2:25][CH2:26][CH2:27][CH2:28]2)[c:5]2[cH:6][cH:7][cH:8][c:9]([N+:11](=[O:12])[O-:13])[c:10]12. The reactants are CC(=O)O, C#Cc1cccc(C=O)c1, C1COCCN1. The product is C#Cc1cccc(CN2CCOCC2)c1. RXN SMILES: [C:17]([OH:18])(=[O:19])[CH3:20].[C:1](#[CH:2])[c:3]1[cH:4][c:5]([CH:6]=[O:7])[cH:8][cH:9][cH:10]1.[CH2:11]1[CH2:12][O:13][CH2:14][CH2:15][NH:16]1>>[C:1](#[CH:2])[c:3]1[cH:4][c:5]([CH2:6][N:16]2[CH2:11][CH2:12][O:13][CH2:14][CH2:15]2)[cH:8][cH:9][cH:10]1. Reactants: N[C@@H](C)C(=O)O (L-alanine), C(C=1C(O)=CC=CC1)=O (salicylaldehyde), B.[Na] (sodium boron hydride), C(C=1C(O)=CC=CC1)=O (salicylaldehyde), B.[Na] (sodium boron hydride). Run in [OH-].[Na+] (sodium hydroxide). Run at time 1 hour. Product: OC1=C(CN[C@@H](C)C(=O)O)C=CC=C1 (N-(2-hydroxybenzyl)-L-alanine). RXN SMILES: [NH2:1][C@H:2]([C:4]([OH:6])=[O:5])[CH3:3].[CH:7](=O)[C:8]1[C:9](=[CH:11][CH:12]=[CH:13][CH:14]=1)[OH:10].B.[Na]>[OH-].[Na+]>[OH:10][C:9]1[CH:11]=[CH:12][CH:13]=[CH:14][C:8]=1[CH2:7][NH:1][C@H:2]([C:4]([OH:6])=[O:5])[CH3:3] |f:2.3,4.5,^1:16|. Procedure details: L-alanine (2.9 g) was dissolved in 20 ml of a 2N sodium hydroxide aqueous solution. To the solution were then added 3.5 ml of salicylaldehyde and 0.4 g of sodium boron hydride in this order. After the mixture was stirred for 1 hour, 3.5 ml of salicylaldehyde and 0.4 g of sodium boron hydride were added thereto again. After the resulting mixture was stirred at room temperature for 1 hour, the insoluble matter was separated by filtration, and the filtrate was extracted with diethyl ether. The extr...